Dataset: the Open Reaction Database (ORD), a public repository of structured organic reaction records. Task: describe an organic reaction: reactants, conditions, products, and yield Starting materials: C(C)OC(=S)[S-].[Na+] (sodium ethylxanthate), ClC1=C(N)C=CC=C1 (2-chloroaniline). Solvent: CN(C=O)C (dimethylformamide), CN(C=O)C (dimethylformamide). Run at temperature 80 celsius. Yields the product SC=1SC2=C(N1)C=CC=C2 (2-mercaptobenzothiazole). Isolated yield 94.4%. As a reaction SMILES: C(O[C:4]([S-:6])=[S:5])C.[Na+].Cl[C:9]1[CH:15]=[CH:14][CH:13]=[CH:12][C:10]=1[NH2:11]>CN(C)C=O>[SH:6][C:4]1[S:5][C:9]2[CH:15]=[CH:14][CH:13]=[CH:12][C:10]=2[N:11]=1 |f:0.1|. Procedure: A solution of 216.2 g of sodium ethylxanthate in 250 ml of dimethylformamide is added dropwise to a solution, heated to 140°-150° C., of 63.8 g of 2-chloroaniline in 150 ml of dimethylformamide in the course of one hour, under a nitrogen atmosphere. During this addition, the internal temperature is kept at 150° C. by removing some of the distillate. The reaction mixture is then subsequently stirred under reflux for about 12 hours, cooled to about 80° C. and stirred into 1.2 l of ice-water. The r... Reactants: C(C)(=O)OC[C@@H]1[C@@H]([C@@H]([C@H](C(OC(C)=O)O1)OC(C1=CC=CC=C1)=O)OC(C1=CC=CC=C1)=O)Cl (acetyl 6-O-acetyl-2,3-di-O-benzoyl-4-chloro-4-deoxy-D-galactopyranoside), C(C)(=O)O.NN (hydrazine acetate). Run in CN(C)C=O (DMF). Product: C(C)(=O)OC[C@@H]1[C@@H]([C@@H]([C@H](C(O)O1)OC(C1=CC=CC=C1)=O)OC(C1=CC=CC=C1)=O)Cl (6-O-acetyl-2,3-di-O-benzoyl-4-chloro-4-deoxy-D-galactopyranose). Yield: 95.3%. Reaction SMILES: [C:1]([O:4][CH2:5][C@H:6]1[O:15][CH:10]([O:11]C(=O)C)[C@H:9]([O:16][C:17](=[O:24])[C:18]2[CH:23]=[CH:22][CH:21]=[CH:20][CH:19]=2)[C@@H:8]([O:25][C:26](=[O:33])[C:27]2[CH:32]=[CH:31][CH:30]=[CH:29][CH:28]=2)[C@H:7]1[Cl:34])(=[O:3])[CH3:2].C(O)(=O)C.NN>CN(C=O)C>[C:1]([O:4][CH2:5][C@H:6]1[O:15][CH:10]([OH:11])[C@H:9]([O:16][C:17](=[O:24])[C:18]2[CH:23]=[CH:22][CH:21]=[CH:20][CH:19]=2)[C@@H:8]([O:25][C:26](=[O:33])[C:27]2[CH:32]=[CH:31][CH:30]=[CH:29][CH:28]=2)[C@H:7]1[Cl:34])(=[O:3])[CH3:2] |f:1.2|. Procedure details: A solution of acetyl 6-O-acetyl-2,3-di-O-benzoyl-4-chloro-4-deoxy-D-galactopyranoside (68) (8.53 g, 17.4 mmol) and hydrazine acetate (2.4 g, 26.0 mmol, 1.5 eq) in 70 mL of DMF was stirred for 1 hour at room temperature. The reaction mixture was then evaporated, washed with water (5 times) and evaporated. The residue was chromatographed on a silica gel, eluting with hexane-ethyl acetate (2:1), to provide 6-O-acetyl-2,3-di-O-benzoyl-4-chloro-4-deoxy-D-galactopyranose (7.44 g, 95.3%). This material...